This data is from the Open Reaction Database (ORD), a public repository of structured organic reaction records. The task is: describe an organic reaction: reactants, conditions, products, and yield Starting materials: C(C)(=O)O (acetic acid), [H-].[Na+] (sodium hydride), C1(=CC=CC=C1)[C@@H](C)N1C(N[C@H]2[C@@H]1COC2=O)=O ((3aS, 6aR)-[(R)-(1-phenylethyl)]-dihydro-1H-furo-[3,4-d]-imidazol-2,4-(3H, 3aH)-dione), COCCl (chloromethyl methyl ether). Run in CN(C=O)C (N,N-dimethylformamide). Run at temperature 5 celsius, time 2 hour. Yields the product C1(=CC=CC=C1)[C@@H](C)N1C(N([C@H]2[C@@H]1COC2=O)COC)=O ((3aS, 6aR)-[(R)-(1-phenylethyl)]3-methoxymethyl-dihydro-1H-furo-[3,4-d]-imidazol-2,4-(3H, 3aH)-dione). The yield is 17.9%. As a reaction SMILES: [H-].[Na+].[C:3]1([C@H:9]([N:11]2[C@H:15]3[CH2:16][O:17][C:18](=[O:19])[C@H:14]3[NH:13][C:12]2=[O:20])[CH3:10])[CH:8]=[CH:7][CH:6]=[CH:5][CH:4]=1.[CH3:21][O:22][CH2:23]Cl.C(O)(=O)C>CN(C)C=O>[C:3]1([C@H:9]([N:11]2[C@H:15]3[CH2:16][O:17][C:18](=[O:19])[C@H:14]3[N:13]([CH2:21][O:22][CH3:23])[C:12]2=[O:20])[CH3:10])[CH:8]=[CH:7][CH:6]=[CH:5][CH:4]=1 |f:0.1|. Reported procedure: 4.0 g (93 mmol) sodium hydride (55 percent in oil) was added in 10 portions in 2 hours at -10° C. under argon to a solution of 19 g (77 mmol) of (3aS, 6aR)-[(R)-(1-phenylethyl)]-dihydro-1H-furo-[3,4-d]-imidazol-2,4-(3H, 3aH)-dione and 9.42 g (120 mmol) of chloromethyl methyl ether in 200 ml of dried N,N-dimethylformamide. The reaction mixture was stirred at 5° C. for 2 hours and then at room temperature for another 2 hours. Then 2 ml of acetic acid was added. Then the mixture was evaporated to d... Starting materials: NC([C@H](CC1=CC=C(C=C1)I)NC(=O)C1(CCOCC1)NC(OC(C)(C)C)=O)=O ((S)-tert-Butyl 4-(1-amino-3-(4-iodophenyl)-1-oxopropan-2-ylcarbamoyl)tetrahydro-2H-pyran-4-ylcarbamate), FC=1C=C(C=CC1F)B(O)O (3,4-difluorophenylboronic acid), C([O-])([O-])=O.[Na+].[Na+] (sodium carbonate). Solvent: C(C)#N (acetonitrile). Run at temperature 85 celsius. Yields the product NC([C@H](CC1=CC=C(C=C1)C1=CC(=C(C=C1)F)F)NC(=O)C1(CCOCC1)NC(OC(C)(C)C)=O)=O ((S)-tert-Butyl 4-(1-amino-3-(3′,4′-difluorobiphenyl-4-yl)-1-oxopropan-2-ylcarbamoyl)tetrahydro-2H-pyran-4-ylcarbamate). Isolated yield 104.5%. RXN SMILES: [NH2:1][C:2](=[O:29])[C@@H:3]([NH:12][C:13]([C:15]1([NH:21][C:22](=[O:28])[O:23][C:24]([CH3:27])([CH3:26])[CH3:25])[CH2:20][CH2:19][O:18][CH2:17][CH2:16]1)=[O:14])[CH2:4][C:5]1[CH:10]=[CH:9][C:8](I)=[CH:7][CH:6]=1.[F:30][C:31]1[CH:32]=[C:33](B(O)O)[CH:34]=[CH:35][C:36]=1[F:37].C(=O)([O-])[O-].[Na+].[Na+]>C(#N)C>[NH2:1][C:2](=[O:29])[C@@H:3]([NH:12][C:13]([C:15]1([NH:21][C:22](=[O:28])[O:23][C:24]([CH3:27])([CH3:26])[CH3:25])[CH2:20][CH2:19][O:18][CH2:17][CH2:16]1)=[O:14])[CH2:4][C:5]1[CH:10]=[CH:9][C:8]([C:34]2[CH:33]=[CH:32][C:31]([F:30])=[C:36]([F:37])[CH:35]=2)=[CH:7][CH:6]=1 |f:2.3.4|. Reported procedure: (S)-tert-Butyl 4-(1-amino-3-(4-iodophenyl)-1-oxopropan-2-ylcarbamoyl)tetrahydro-2H-pyran-4-ylcarbamate (Example 1, step (iii), 300 mg) and 3,4-difluorophenylboronic acid (92 mg) in acetonitrile (8 mL) were treated with aqueous sodium carbonate solution (2M, 0.58 mL) and nitrogen was bubbled through the reaction mixture. 1,1 bis(Di-tert-butylphosphino)ferrocene palladium dichloride (8 mg) was added and the mixture was heated at 85° C. for 18 h. The mixture was purified by chromatography on silica... Reactants: C(C)(C)(C)OC(NC(C(N1CCN(CC1)C1=NC=NC2=CC=CC=C12)=O)CC1=C(C=C(C=C1)Cl)C)=O ([1-(4-Chloro-2-methylbenzyl)-2-oxo-2-(4-quinazolin-4-yl-piperazin-1-yl)-ethyl]-carbamic acid tert-butyl ester), C(=O)(C(F)(F)F)O (TFA). Solvent: C(Cl)Cl (DCM). Reaction conditions: time 8 hour. The product is Cl.Cl.NC(C(=O)N1CCN(CC1)C1=NC=NC2=CC=CC=C12)CC1=C(C=C(C=C1)Cl)C (2-Amino-3-(4-chloro-2-methyl-phenyl)-1-(4-quinazolin-4-yl-piperazin-1-yl)-propan-1-one dihydrochloride). Isolated yield 228.5%. Reaction SMILES: C(OC(=O)[NH:7][CH:8]([CH2:27][C:28]1[CH:33]=[CH:32][C:31]([Cl:34])=[CH:30][C:29]=1[CH3:35])[C:9](=[O:26])[N:10]1[CH2:15][CH2:14][N:13]([C:16]2[C:25]3[C:20](=[CH:21][CH:22]=[CH:23][CH:24]=3)[N:19]=[CH:18][N:17]=2)[CH2:12][CH2:11]1)(C)(C)C.C(O)(C(F)(F)F)=O>C(Cl)Cl>[ClH:34].[ClH:34].[NH2:7][CH:8]([CH2:27][C:28]1[CH:33]=[CH:32][C:31]([Cl:34])=[CH:30][C:29]=1[CH3:35])[C:9]([N:10]1[CH2:15][CH2:14][N:13]([C:16]2[C:25]3[C:20](=[CH:21][CH:22]=[CH:23][CH:24]=3)[N:19]=[CH:18][N:17]=2)[CH2:12][CH2:11]1)=[O:26] |f:3.4.5|. Procedure details: To a solution containing [1-(4-Chloro-2-methylbenzyl)-2-oxo-2-(4-quinazolin-4-yl-piperazin-1-yl)-ethyl]-carbamic acid tert-butyl ester (0.30 g, 0.59 mmol) in 30 mL of DCM under a nitrogen atmosphere was added TFA (1.4 mL.) After stirring at room temperature overnight, the reaction was concentrated under reduced pressure. The residue was dissolved in DCM and 2N HCl in ether added. The solids were filtered and dried to afford 2-Amino-3-(4-chloro-2-methyl-phenyl)-1-(4-quinazolin-4-yl-piperazin-1-yl... The reactants are ClC1=CC=C2C(=C(NC2=C1)C(C1=CC(=CC=C1)Cl)=O)CC(=O)O ([6-Chloro-2-(3-chlorobenzoyl)-1H-indol-3-yl]acetic Acid), BrC1=CC(=C(C=C1)Cl)Cl (1-bromo-3,4-dichlorobenzene). Product: ClC1=CC=C2C(=C(NC2=C1)C(C1=CC(=C(C=C1)Cl)Cl)=O)CC(=O)O ([6-Chloro-2-(3,4-dichlorobenzoyl)-1H-indol-3-yl]acetic Acid). Reaction SMILES: [Cl:1][C:2]1[CH:10]=[C:9]2[C:5]([C:6]([CH2:20][C:21]([OH:23])=[O:22])=[C:7]([C:11](=[O:19])[C:12]3[CH:17]=[CH:16][CH:15]=[C:14]([Cl:18])[CH:13]=3)[NH:8]2)=[CH:4][CH:3]=1.BrC1C=CC([Cl:31])=C(Cl)C=1>>[Cl:1][C:2]1[CH:10]=[C:9]2[C:5]([C:6]([CH2:20][C:21]([OH:23])=[O:22])=[C:7]([C:11](=[O:19])[C:12]3[CH:17]=[CH:16][C:15]([Cl:31])=[C:14]([Cl:18])[CH:13]=3)[NH:8]2)=[CH:4][CH:3]=1. Procedure: The title compound was prepared according to the procedure described in step 2 of Example 7 from 6-chloro-2-[(N-methoxy-N-methylamino)carbonyl]indole (Example 7, step 1) and 1-bromo-3,4-dichlorobenzene. Reactants: NC1=C(C=C(C=C1)F)C(F)(F)F (2-amino-5-fluorobenzotrifluoride), C(C)(=O)OC(C)=O (acetic anhydride). Product: C(C)(=O)NC1=C(C=C(C=C1)F)C(F)(F)F (2-acetamido-5-fluorobenzotrifluoride). Isolated yield 98.0%. As a reaction SMILES: [NH2:1][C:2]1[CH:7]=[CH:6][C:5]([F:8])=[CH:4][C:3]=1[C:9]([F:12])([F:11])[F:10].[C:13](OC(=O)C)(=[O:15])[CH3:14]>>[C:13]([NH:1][C:2]1[CH:7]=[CH:6][C:5]([F:8])=[CH:4][C:3]=1[C:9]([F:12])([F:10])[F:11])(=[O:15])[CH3:14]. Procedure details: A solution of 2-amino-5-fluorobenzotrifluoride (2.025 g, 11.31 mmol, Aldrich) in acetic anhydride (10 mL) was stirred at room temperature for 12 h, and then most of the acetic anhydride was removed. The white needle crystals were collected by filtration, affording 2.445 g (98%) of 2-acetamido-5-fluorobenzotrifluoride. 1H NMR (CDCl3): δ 2.205 (S, 3H); 7.229-7.335 (m, 3H); 8.055 (dd, 1H, J1 =4.8 Hz, J2 =8.4 Hz).